Task: describe an organic reaction: reactants, conditions, products, and yield. Dataset: the Open Reaction Database (ORD), a public repository of structured organic reaction records Reactants: CN(C)CCCNC=O, O=[N+]([O-])c1cccc2c(CCl)cccc12, O. The product is C[N+](C)(CCCNC=O)Cc1cccc2c([N+](=O)[O-])cccc12, [Cl-]. Reaction SMILES: [CH3:1][N:2]([CH2:3][CH2:4][CH2:5][NH:6][CH:7]=[O:8])[CH3:9].[N+:10](=[O:11])([O-:12])[c:13]1[c:14]2[cH:15][cH:16][cH:17][c:18]([CH2:23][Cl:24])[c:19]2[cH:20][cH:21][cH:22]1.[OH2:25]>>[CH3:1][N+:2]([CH2:3][CH2:4][CH2:5][NH:6][CH:7]=[O:8])([CH3:9])[CH2:23][c:18]1[cH:17][cH:16][cH:15][c:14]2[c:13]([N+:10](=[O:11])[O-:12])[cH:22][cH:21][cH:20][c:19]21.[Cl-:24]. Reactants: NC=1C(=NC(=C(C1)F)C1=C(C=CC=C1F)F)C(=O)OC (methyl 3-amino-6-(2,6-difluorophenyl)-5-fluoropicolinate), [Li+].[OH-] (LiOH). The product is NC=1C(=NC(=C(C1)F)C1=C(C=CC=C1F)F)C(=O)O (3-amino-6-(2,6-difluorophenyl)-5-fluoropicolinic acid). Isolated yield 79.0%. As a reaction SMILES: [NH2:1][C:2]1[C:3]([C:17]([O:19]C)=[O:18])=[N:4][C:5]([C:9]2[C:14]([F:15])=[CH:13][CH:12]=[CH:11][C:10]=2[F:16])=[C:6]([F:8])[CH:7]=1.[Li+].[OH-]>>[NH2:1][C:2]1[C:3]([C:17]([OH:19])=[O:18])=[N:4][C:5]([C:9]2[C:14]([F:15])=[CH:13][CH:12]=[CH:11][C:10]=2[F:16])=[C:6]([F:8])[CH:7]=1 |f:1.2|. Procedure: Method 2 was followed using methyl 3-amino-6-(2,6-difluorophenyl)-5-fluoropicolinate (1.0 equiv.) and LiOH (1.0 equiv.) to give 3-amino-6-(2,6-difluorophenyl)-5-fluoropicolinic acid in 79% yield. LCMS (m/z): 269.0 (MH+), Rt=0.79 min. Starting materials: C(C)(=O)NC(CS)=O (N-acetyl-2-mercapto acetamide), C1(=CC=CC=C1)CC(=O)Cl (phenylacetyl chloride), [OH-].[Na+] (sodium hydroxide). The solvent is O (water). The product is C(C)(=O)NC(CSC(CC1=CC=CC=C1)=O)=O (N-acetyl-2-(2-phenyl-acetylthio) acetamide). As a reaction SMILES: [C:1]([NH:4][C:5](=[O:8])[CH2:6][SH:7])(=[O:3])[CH3:2].[C:9]1([CH2:15][C:16](Cl)=[O:17])[CH:14]=[CH:13][CH:12]=[CH:11][CH:10]=1.[OH-].[Na+]>O>[C:1]([NH:4][C:5](=[O:8])[CH2:6][S:7][C:16](=[O:17])[CH2:15][C:9]1[CH:14]=[CH:13][CH:12]=[CH:11][CH:10]=1)(=[O:3])[CH3:2] |f:2.3|. Procedure: One-half of the aqueous solution prepared in Step A. above was taken and ice was added while nitrogen was bubbled through the stirred solution. There was then added 4.65 g. (0.03 mole) of phenylacetyl chloride, and after that, with good stirring, there was added over 20 minutes a solution of 1.2 g. (0.03 mole) of sodium hydroxide in 30 ml. of water. Ice was added in intervals while the reaction mixture was stirred an additional hour. The water was then decanted from the solid product, after whic... Reactants: CSC=1NC(C(=CN1)C(=O)OCC)=O (Ethyl 2-(methylthio)-6-oxo-1,6-dihydropyrimidine-5-carboxylate), N1(CCCCC1)C1=CC=C(N)C=C1 (4-(piperidin-1-yl)aniline). The solvent is C(C)O (ethanol). Reaction conditions: temperature 80 celsius. The product is O=C1C(=CN=C(N1)NC1=CC=C(C=C1)N1CCCCC1)C(=O)OCC (ethyl 6-oxo-2-((4-(piperidin-1-yl)phenyl)amino)-1,6-dihydropyrimidine-5-carboxylate). RXN SMILES: CS[C:3]1[NH:4][C:5](=[O:14])[C:6]([C:9]([O:11][CH2:12][CH3:13])=[O:10])=[CH:7][N:8]=1.[N:15]1([C:21]2[CH:27]=[CH:26][C:24]([NH2:25])=[CH:23][CH:22]=2)[CH2:20][CH2:19][CH2:18][CH2:17][CH2:16]1>C(O)C>[O:14]=[C:5]1[NH:4][C:3]([NH:25][C:24]2[CH:23]=[CH:22][C:21]([N:15]3[CH2:20][CH2:19][CH2:18][CH2:17][CH2:16]3)=[CH:27][CH:26]=2)=[N:8][CH:7]=[C:6]1[C:9]([O:11][CH2:12][CH3:13])=[O:10]. Reported procedure: Ethyl 2-(methylthio)-6-oxo-1,6-dihydropyrimidine-5-carboxylate (200 mg, 0.934 mmol) was added to 4-(piperidin-1-yl)aniline (158 mg, 0.934 mmol) dissolved in ethanol. The solution was heated in an oil bath to 80° C., while stiffing, in reflux, for 72 hours. The sample was filtered and dried. 1H-NMR confirmed the product (HGN-0034) (15 mg, 0.447 mmol). Reactants: COC1=CC=C(C=N1)N1CCC(CC1)N1C[C@@H](CC1)NC(CNC(C1=CC(=CC=C1)C(F)(F)F)=O)=O (N-[2-({(3R)-1-[1-(6-methoxypyridin-3-yl)piperidin-4-yl]pyrrolidin-3-yl}amino)-2-oxoethyl]-3-(trifluoromethyl)benzamide), O1COC2=C1C=CC(=C2)N2CCC(CC2)=O (1-(1,3-benzodioxol-5-yl)piperidin-4-one), COC1=CC=C(C=N1)N1CCC(CC1)=O (1-(6-methoxypyridin-3-yl)piperidin-4-one). The product is O1COC2=C1C=CC(=C2)N2CCC(CC2)N2C[C@@H](CC2)NC(CNC(C2=CC(=CC=C2)C(F)(F)F)=O)=O (N-[2-({(3R)-1-[1-(1,3-benzodioxol-5-yl)piperidin-4-yl]pyrrolidin-3-yl}amino)-2-oxoethyl]-3-(trifluoromethyl)benzamide). RXN SMILES: [CH3:1][O:2][C:3]1N=[CH:7][C:6]([N:9]2[CH2:14][CH2:13][CH:12]([N:15]3[CH2:19][CH2:18][C@@H:17]([NH:20][C:21](=[O:36])[CH2:22][NH:23][C:24](=[O:35])[C:25]4[CH:30]=[CH:29][CH:28]=[C:27]([C:31]([F:34])([F:33])[F:32])[CH:26]=4)[CH2:16]3)[CH2:11][CH2:10]2)=[CH:5][CH:4]=1.[O:37]1C2C=CC(N3CCC(=O)CC3)=CC=2O[CH2:38]1.COC1N=CC(N2CCC(=O)CC2)=CC=1>>[O:2]1[C:3]2[CH:4]=[CH:5][C:6]([N:9]3[CH2:14][CH2:13][CH:12]([N:15]4[CH2:19][CH2:18][C@@H:17]([NH:20][C:21](=[O:36])[CH2:22][NH:23][C:24](=[O:35])[C:25]5[CH:30]=[CH:29][CH:28]=[C:27]([C:31]([F:33])([F:34])[F:32])[CH:26]=5)[CH2:16]4)[CH2:11][CH2:10]3)=[CH:7][C:38]=2[O:37][CH2:1]1. Procedure details: The title compound was synthesized in similar fashion to N-[2-({(3R)-1-[1-(6-methoxypyridin-3-yl)piperidin-4-yl]pyrrolidin-3-yl}amino)-2-oxoethyl]-3-(trifluoromethyl)benzamide, whereby 1-(1,3-benzodioxol-5-yl)piperidin-4-one was substituted for 1-(6-methoxypyridin-3-yl)piperidin-4-one, and was isolated as a white solid. 1H-NMR (CD3OD) δ: 1.79-1.85 (m, 2H), 2.03-2.18 (m, 3H), 2.40-2.47 (m, 1H), 2.67 (t, J=11.4 Hz, 2H), 3.13-3.21 (m, 1H), 3.35-3.43 (m, 2H), 3.54-3.64 (m, 4H), 4.03 (s, 2H), 4.48-4....